Dataset: the Open Reaction Database (ORD), a public repository of structured organic reaction records. Task: describe an organic reaction: reactants, conditions, products, and yield Starting materials: Br, Br, c1ccc(CN2CC3CC2CN3)cc1, FC(F)(F)c1nnc2ccc(Cl)nn12. Product: FC(F)(F)c1nnc2ccc(N3CC4CC3CN4Cc3ccccc3)nn12. RXN SMILES: [BrH:1].[BrH:2].[CH2:3]([c:4]1[cH:5][cH:6][cH:7][cH:8][cH:9]1)[N:10]1[CH2:11][CH:12]2[NH:13][CH2:14][CH:15]1[CH2:16]2.[Cl:17][c:18]1[cH:19][cH:20][c:21]2[n:22]([n:23]1)[c:24]([C:27]([F:28])([F:29])[F:30])[n:25][n:26]2>>[CH2:3]([c:4]1[cH:5][cH:6][cH:7][cH:8][cH:9]1)[N:10]1[CH2:11][CH:12]2[N:13]([c:18]3[cH:19][cH:20][c:21]4[n:22]([n:23]3)[c:24]([C:27]([F:28])([F:29])[F:30])[n:25][n:26]4)[CH2:14][CH:15]1[CH2:16]2. Starting materials: COC(=O)C=1N=CC2=CC(=CC=C2C1)[N+](=O)[O-] (7-nitro-isoquinoline-3-carboxylic acid methyl ester). The solvent is CO (methanol). Product: COC(=O)C=1N=CC2=CC(=CC=C2C1)N (7-amino-isoquinoline-3-carboxylic acid methyl ester). The yield is 98.9%. RXN SMILES: [CH3:1][O:2][C:3]([C:5]1[N:6]=[CH:7][C:8]2[C:13]([CH:14]=1)=[CH:12][CH:11]=[C:10]([N+:15]([O-])=O)[CH:9]=2)=[O:4]>CO>[CH3:1][O:2][C:3]([C:5]1[N:6]=[CH:7][C:8]2[C:13]([CH:14]=1)=[CH:12][CH:11]=[C:10]([NH2:15])[CH:9]=2)=[O:4]. Procedure: 0.5 g (2.1 mmol) of 7-nitro-isoquinoline-3-carboxylic acid methyl ester in methanol (25 ml) was hydrogenated according to the general procedure C to provide 0.42 g of 7-amino-isoquinoline-3-carboxylic acid methyl ester in quantitative yield. LCMS: 203 (M+1)+ Starting materials: Cl.Cl.C(C)C1=C(C=CC(=C1OC)OC)CCNCCCCCNCCC1=C(C(=C(C=C1)OC)OC)CC (N,N'-Bis[2-(2-ethyl-3,4-dimethoxyphenyl)ethyl]-1,5-pentanediamine dihydrochloride), Br (hydrobromic acid). The product is O.Br.Br.C(CCCCCNCCC=1C(=C(C(=CC1)O)O)CC)NCCC=1C(=C(C(=CC1)O)O)CC (4,4'-[1,6-Hexanediylbis(imino-2,1-ethanediyl)]bis[3-ethyl-1,2-benzenediol]dihydrobromide hydrate). RXN SMILES: Cl.Cl.C(C1C([O:11]C)=C(OC)C=CC=1CCN[CH2:18][CH2:19][CH2:20][CH2:21][CH2:22][NH:23][CH2:24][CH2:25][C:26]1[CH:31]=[CH:30][C:29]([O:32]C)=[C:28]([O:34]C)[C:27]=1[CH2:36][CH3:37])C.[BrH:38]>>[OH2:11].[BrH:38].[BrH:38].[CH2:22]([NH:23][CH2:24][CH2:25][C:26]1[C:27]([CH2:36][CH3:37])=[C:28]([OH:34])[C:29]([OH:32])=[CH:30][CH:31]=1)[CH2:21][CH2:20][CH2:19][CH2:18][CH2:22][NH:23][CH2:24][CH2:25][C:26]1[C:27]([CH2:36][CH3:37])=[C:28]([OH:34])[C:29]([OH:32])=[CH:30][CH:31]=1 |f:0.1.2,4.5.6.7|. Procedure details: A suspension of Example 4 (i) (400 mg) in deoxygenated 48% hydrobromic acid (10 ml) was heated and stirred under reflux stirred for 24 h. A slow stream of nitrogen was passed through the mixture. The resulting solution was cooled and evaporated in vacuo. The solid obtained was recrystallised from methanol-ethyl acetate to give the title compound as a tan solid (300 mg), m.p. 200°-202°. RXN SMILES: [CH2:34]([Cl:35])[Cl:36].[Cl:22][c:23]1[cH:24][cH:25][cH:26][c:27]([C:28]([O:29][OH:31])=[O:30])[cH:32]1.[F:1][C:2]([C:3]([CH2:4][n:5]1[n:6][cH:7][n:8][cH:9]1)([OH:10])[c:11]1[c:12]([F:18])[cH:13][c:14]([F:17])[cH:15][cH:16]1)([S:19][CH3:20])[F:21].[OH2:33]>>[F:1][C:2]([C:3]([CH2:4][n:5]1[n:6][cH:7][n:8][cH:9]1)([OH:10])[c:11]1[c:12]([F:18])[cH:13][c:14]([F:17])[cH:15][cH:16]1)([S:19]([CH3:20])=[O:30])[F:21]. Reactants: ClCCl, O=C(OO)c1cccc(Cl)c1, CSC(F)(F)C(O)(Cn1cncn1)c1ccc(F)cc1F, O. Product: CS(=O)C(F)(F)C(O)(Cn1cncn1)c1ccc(F)cc1F. The reactants are C(#N)C(=C(C)OC)CCCC1=C(C=CC=C1)C(F)(F)F (3-cyano-2-methoxy-6-(2-trifluoromethylphenyl)-2-hexene), C(O)(O)=O.NC(=N)N (guanidine carbonate), O (water). Run in CN(C(C)=O)C (N,N-dimethylacetamide). The product is NC1=NC(=C(C(=N1)N)CCCC1=C(C=CC=C1)C(F)(F)F)C (2,4-diamino-5-[3-(2-trifluoromethylphenyl)propyl]-6-methyl-pyrimidine). Yield: 40.6%. As a reaction SMILES: [C:1]([C:3]([CH2:8][CH2:9][CH2:10][C:11]1[CH:16]=[CH:15][CH:14]=[CH:13][C:12]=1[C:17]([F:20])([F:19])[F:18])=[C:4](OC)[CH3:5])#[N:2].C(=O)(O)O.[NH2:25][C:26]([NH2:28])=[NH:27].O>CN(C)C(=O)C>[NH2:27][C:26]1[N:28]=[C:1]([NH2:2])[C:3]([CH2:8][CH2:9][CH2:10][C:11]2[CH:16]=[CH:15][CH:14]=[CH:13][C:12]=2[C:17]([F:18])([F:20])[F:19])=[C:4]([CH3:5])[N:25]=1 |f:1.2|. Procedure details: Under a nitrogen atmosphere, a stirred solution of 7.6 grams (0.027 mole) of 3-cyano-2-methoxy-6-(2-trifluoromethylphenyl)-2-hexene and 12.2 grams (0.068 mole) of guanidine carbonate in 35 mL of N,N-dimethylacetamide was heated at about 150° C. for 40 hours. After this time, the reaction mixture was poured into 300 mL of water. The resultant solid was collected by filtration, and was then slurried in 100 mL of diethyl ether. The solid was again collected by filtration and was subjected to column...